Dataset: the Open Reaction Database (ORD), a public repository of structured organic reaction records. Task: describe an organic reaction: reactants, conditions, products, and yield The reactants are ClC1=CC(=C(OC2=NC=NC3=CC(=C(C=C23)OC)O)C=C1)F (4-(4-chloro-2-fluorophenoxy)-7-hydroxy-6-methoxyquinazoline), COCCBr (2-bromoethyl methyl ether), C([O-])([O-])=O.[K+].[K+] (potassium carbonate). As a reaction SMILES: [Cl:1][C:2]1[CH:21]=[CH:20][C:5]([O:6][C:7]2[C:16]3[C:11](=[CH:12][C:13]([OH:19])=[C:14]([O:17][CH3:18])[CH:15]=3)[N:10]=[CH:9][N:8]=2)=[C:4]([F:22])[CH:3]=1.[CH3:23][O:24][CH2:25][CH2:26]Br.C(=O)([O-])[O-].[K+].[K+]>CN(C=O)C.O>[Cl:1][C:2]1[CH:21]=[CH:20][C:5]([O:6][C:7]2[C:16]3[C:11](=[CH:12][C:13]([O:19][CH2:26][CH2:25][O:24][CH3:23])=[C:14]([O:17][CH3:18])[CH:15]=3)[N:10]=[CH:9][N:8]=2)=[C:4]([F:22])[CH:3]=1 |f:2.3.4|. Solvent: CN(C)C=O (DMF), O (water). The yield is 68.6%. Reaction conditions: temperature 180 celsius. The product is ClC1=CC(=C(OC2=NC=NC3=CC(=C(C=C23)OC)OCCOC)C=C1)F (4-(4-chloro-2-fluorophenoxy)-7-(2-methoxyethoxy)-6-methoxyquinazoline). Reported procedure: A mixture of 4-(4-chloro-2-fluorophenoxy)-7-hydroxy-6-methoxyquinazoline (160 mg, 0.5 mmol), 2-bromoethyl methyl ether (83 mg, 0.6 mmol) and potassium carbonate (207 mg. 1.5 mmol) in DMF (3 ml) was heated at 180° C. for 45 minutes. The reaction mixture was allowed to cool, diluted with water and acidified to pH3.5. This aqueous mixture was extracted with ethyl acetate and the organic extract was washed with water and brine, dried (MgSO4) and the solvent removed by evaporation. The residue was pu...